From a dataset of the Open Reaction Database (ORD), a public repository of structured organic reaction records. describe an organic reaction: reactants, conditions, products, and yield The reactants are CC(=O)O, CS(C)=O, CCOC(C)=O, O=Cc1ccc(OCC(=O)O)c2ccccc12, NNC(=O)c1ccc(O)c(Cl)c1. Product: O=C(O)COc1ccc(C=NNC(=O)c2ccc(O)c(Cl)c2)c2ccccc12. Reaction SMILES: [CH3:30][C:31](=[O:32])[OH:33].[CH3:34][S:35]([CH3:36])=[O:37].[CH3:38][CH2:39][O:40][C:41](=[O:42])[CH3:43].[CH:13](=[O:14])[c:15]1[cH:16][cH:17][c:18]([O:25][CH2:26][C:27](=[O:28])[OH:29])[c:19]2[cH:20][cH:21][cH:22][cH:23][c:24]12.[Cl:1][c:2]1[cH:3][c:4]([C:5](=[O:6])[NH:7][NH2:8])[cH:9][cH:10][c:11]1[OH:12]>>[Cl:1][c:2]1[cH:3][c:4]([C:5](=[O:6])[NH:7][N:8]=[CH:13][c:15]2[cH:16][cH:17][c:18]([O:25][CH2:26][C:27](=[O:28])[OH:29])[c:19]3[cH:20][cH:21][cH:22][cH:23][c:24]23)[cH:9][cH:10][c:11]1[OH:12]. Starting materials: CCc1cc(C(C)=O)c(O)cc1OCCCCCC(C)(C)C#N, CCO, [Na+], [OH-]. Product: CCc1cc(C(C)=O)c(O)cc1OCCCCCC(C)(C)C(N)=O. RXN SMILES: [C:1]([CH3:2])(=[O:3])[c:4]1[cH:5][c:6]([CH2:22][CH3:23])[c:7]([O:8][CH2:9][CH2:10][CH2:11][CH2:12][CH2:13][C:14]([C:15]#[N:16])([CH3:17])[CH3:18])[cH:19][c:20]1[OH:21].[CH3:26][CH2:27][OH:28].[Na+:25].[OH-:24]>>[C:1]([CH3:2])(=[O:3])[c:4]1[cH:5][c:6]([CH2:22][CH3:23])[c:7]([O:8][CH2:9][CH2:10][CH2:11][CH2:12][CH2:13][C:14]([C:15]([NH2:16])=[O:24])([CH3:17])[CH3:18])[cH:19][c:20]1[OH:21]. Reactants: CN1C[C@@H]2N(CC[C@@H]2C1)C1=CC=C(C=C1)C1=CC=C(C=C1)N1N=CC=CC1=O (2-{4′-[(3aR,6aR)-5-Methylhexahydropyrrolo[3,4-b]pyrrol-1(2H)-yl]-1,1′-biphenyl-4-yl}pyridazin-3(2H)-one), Cl (HCl). The solvent is ClCCl (dichloromethane), ClCCl (dichloromethane). Run at temperature 50 celsius. Yields the product Cl.CN1C[C@@H]2N(CC[C@@H]2C1)C1=CC=C(C=C1)C1=CC=C(C=C1)N1N=CC=CC1=O (2-{4′-[(3aR,6aR)-5-Methylhexahydropyrrolo[3,4-b]pyrrol-1(2H)-yl]-1,1′-biphenyl-4-yl}pyridazin-3(2H)-one HCl). Reaction SMILES: [CH3:1][N:2]1[CH2:9][C@@H:8]2[C@@H:4]([N:5]([C:10]3[CH:15]=[CH:14][C:13]([C:16]4[CH:21]=[CH:20][C:19]([N:22]5[C:27](=[O:28])[CH:26]=[CH:25][CH:24]=[N:23]5)=[CH:18][CH:17]=4)=[CH:12][CH:11]=3)[CH2:6][CH2:7]2)[CH2:3]1.[ClH:29]>ClCCl>[ClH:29].[CH3:1][N:2]1[CH2:9][C@@H:8]2[C@@H:4]([N:5]([C:10]3[CH:15]=[CH:14][C:13]([C:16]4[CH:21]=[CH:20][C:19]([N:22]5[C:27](=[O:28])[CH:26]=[CH:25][CH:24]=[N:23]5)=[CH:18][CH:17]=4)=[CH:12][CH:11]=3)[CH2:6][CH2:7]2)[CH2:3]1 |f:3.4|. Procedure details: 2-{4′-[(3aR,6aR)-5-Methylhexahydropyrrolo[3,4-b]pyrrol-1(2H)-yl]-1,1′-biphenyl-4-yl}pyridazin-3(2H)-one (372 mg) was suspended in dichloromethane (1.5 mL). The suspension was heated to about 50° C. A 1 M HCl (1.1 mL) solution was added to the suspension in dichloromethane dropwise. Throughout the process the suspension is stirred using a magnetic stirrer and temperature maintained at about 50° C. Most of the solid dissolved leaving a light suspension when about one third of the HCl solution was ... RXN SMILES: [Cl:18][C:19]([C:20]([Cl:21])=[O:22])=[O:23].[Cl:29][CH2:30][Cl:31].[O:1]=[c:2]1[n:3]([CH2:15][CH:16]=[CH2:17])[c:4]2[cH:5][c:6]([C:12](=[O:13])[OH:14])[cH:7][n:8][c:9]2[cH:10][cH:11]1.[O:24]=[CH:25][N:26]([CH3:27])[CH3:28]>>[O:1]=[c:2]1[n:3]([CH2:15][CH:16]=[CH2:17])[c:4]2[cH:5][c:6]([C:12](=[O:13])[NH2:26])[cH:7][n:8][c:9]2[cH:10][cH:11]1. The product is C=CCn1c(=O)ccc2ncc(C(N)=O)cc21. Starting materials: O=C(Cl)C(=O)Cl, ClCCl, C=CCn1c(=O)ccc2ncc(C(=O)O)cc21, CN(C)C=O. The reactants are ClC=1C=NC=CC1N(N1C=CC2=CC=CC=C12)CCC (N-(3-chloro-4-pyridinyl)-N-propyl-1H-indol-1-amine), C(CC)Br (propyl bromide), [H-].[Na+] (NaH). As a reaction SMILES: [Cl:1][C:2]1[CH:3]=[N:4][CH:5]=[CH:6][C:7]=1[N:8]([CH2:18][CH2:19][CH3:20])[N:9]1[C:17]2[C:12](=[CH:13][CH:14]=[CH:15][CH:16]=2)[CH:11]=[CH:10]1.C(Br)CC.[H-].[Na+]>>[ClH:1].[Cl:1][C:2]1[CH:3]=[N:4][CH:5]=[CH:6][C:7]=1[N:8]([CH2:18][CH2:19][CH3:20])[N:9]1[C:17]2[C:12](=[CH:13][CH:14]=[CH:15][CH:16]=2)[CH:11]=[CH:10]1 |f:2.3,4.5|. Procedure: The title compound was prepared from N-(3-chloro-4-pyridinyl)-N-propyl-1H-indol-1-amine and propyl bromide with the aid of NaH in substantially the same manner as in Example 4, m.p. 202° C. (decomp.). Yields the product Cl.ClC=1C=NC=CC1N(N1C=CC2=CC=CC=C12)CCC (N-(3-Chloro-4-pyridinyl)-N-propyl-1H-indol-1-amine hydrochloride). Reactants: C1(=CC=CC=C1)C (Toluene), C(CC)C1CC2CCC(CC2CC1)C1CCC2(OCCO2)CC1 (8-(6-propyldecahydronaphthalene-2-yl)-1,4-dioxaspiro[4.5]decane). The solvent is C(=O)O (formic acid). Conditions: time 7 hour. Product: C(CC)C1CC2CCC(CC2CC1)C1CCC(CC1)=O (4-(6-propyldecahydronaphthalene-2-yl)cyclohexanone). Isolated yield 100.1%. RXN SMILES: C1(C)C=CC=CC=1.[CH2:8]([CH:11]1[CH2:20][CH2:19][CH:18]2[CH:13]([CH2:14][CH2:15][CH:16]([CH:21]3[CH2:30][CH2:29][C:24]4(OCC[O:25]4)[CH2:23][CH2:22]3)[CH2:17]2)[CH2:12]1)[CH2:9][CH3:10]>C(O)=O>[CH2:8]([CH:11]1[CH2:20][CH2:19][CH:18]2[CH:13]([CH2:14][CH2:15][CH:16]([CH:21]3[CH2:22][CH2:23][C:24](=[O:25])[CH2:29][CH2:30]3)[CH2:17]2)[CH2:12]1)[CH2:9][CH3:10]. Procedure details: Sixth step: Toluene (300 ml) and formic acid (98%; 15 g) were added to 8-(6-propyldecahydronaphthalene-2-yl)-1,4-dioxaspiro[4.5]decane (27.9 g) obtained in the fifth step, and the mixture was stirred for 7 hours. After the reaction mixture had been cooled to room temperature, it was washed with aqueous sodium hydroxide solution (1M) and water, and dried over anhydrous magnesium sulfate. The toluene was distilled off under reduced pressure. The residue was purified by silica gel column chromatogr...